The task is: describe an organic reaction: reactants, conditions, products, and yield. This data is from the Open Reaction Database (ORD), a public repository of structured organic reaction records. Reactants: BrC1=C(C=C(C=C1C)O)C (4-bromo-3,5-dimethylphenol), C(C)OCCCl (2-chloroethyl ethyl ether). The product is BrC1=C(C=C(C=C1C)OCCOCC)C (1-bromo-2,6-dimethyl-4-(2-ethoxyethoxy)Benzene). Reaction SMILES: [Br:1][C:2]1[C:7]([CH3:8])=[CH:6][C:5]([OH:9])=[CH:4][C:3]=1[CH3:10].[CH2:11]([O:13][CH2:14][CH2:15]Cl)[CH3:12]>>[Br:1][C:2]1[C:7]([CH3:8])=[CH:6][C:5]([O:9][CH2:12][CH2:11][O:13][CH2:14][CH3:15])=[CH:4][C:3]=1[CH3:10]. Procedure: According to a method described in [WO 2005/063729 pamphlet, (Reference Example 31)], from 4-bromo-3,5-dimethylphenol (10.0 g) and 2-chloroethyl ethyl ether (5.94 mL), the subject compound (12.8 g) was obtained as a colorless oil. RXN SMILES: [Cl:10][c:11]1[n:12][c:13]([NH:23][c:24]2[n:25][nH:26][c:27]([CH3:29])[cH:28]2)[cH:14][c:15]2[cH:16][c:17]([O:21][CH3:22])[cH:18][cH:19][c:20]12.[N:1]1([CH2:7][CH2:8][OH:9])[CH2:2][CH2:3][CH2:4][CH2:5][CH2:6]1>>[N:1]1([CH2:7][CH2:8][O:9][c:11]2[n:12][c:13]([NH:23][c:24]3[n:25][nH:26][c:27]([CH3:29])[cH:28]3)[cH:14][c:15]3[cH:16][c:17]([O:21][CH3:22])[cH:18][cH:19][c:20]23)[CH2:2][CH2:3][CH2:4][CH2:5][CH2:6]1. The reactants are COc1ccc2c(Cl)nc(Nc3cc(C)[nH]n3)cc2c1, OCCN1CCCCC1. Yields the product COc1ccc2c(OCCN3CCCCC3)nc(Nc3cc(C)[nH]n3)cc2c1. Starting materials: N,N'-carbonyl diimidazole, C(C1=NC2=CC=CC=C2C=C1)(=O)O (Quinaldic acid), NC1=NN=NN1 (5-aminotetrazole), O (water), ( d ). The solvent is O1CCCC1 (tetrahydrofuran), O1CCCC1 (tetrahydrofuran), CN(C=O)C (dimethylformamide), CN(C=O)C (dimethylformamide), CN(C=O)C (dimethylformamide). Run at time 3 hour. The product is N1N=NN=C1NC(C1=NC2=CC=CC=C2C=C1)=O (N-(1H-Tetrazol-5-yl)quinaldamide). As a reaction SMILES: [C:1]([OH:13])(=O)[C:2]1[CH:11]=[CH:10][C:9]2[C:4](=[CH:5][CH:6]=[CH:7][CH:8]=2)[N:3]=1.[NH2:14][C:15]1[NH:19][N:18]=[N:17][N:16]=1.O>O1CCCC1.CN(C)C=O>[NH:16]1[C:15]([NH:14][C:1](=[O:13])[C:2]2[CH:11]=[CH:10][C:9]3[C:4](=[CH:5][CH:6]=[CH:7][CH:8]=3)[N:3]=2)=[N:19][N:18]=[N:17]1. Procedure: Quinaldic acid (1.1 g) in tetrahydrofuran (50 ml) containing dimethylformamide (5 ml) was treated with a solution of N,N'-carbonyl diimidazole (1 g) in tetrahydrofuran (40 ml) containing dimethylformamide (5 ml). After 3 hours, 5-aminotetrazole (0.65 g) in dimethylformamide (30 ml) was added and the resulting solution was stirred for 2 days at room temperature. The solvent was distilled off under reduced pressure to give an oil which solidified on trituration with water, m.p. 258° (d). The reactants are [Si](C)(C)(C(C)(C)C)O[C@H]1CCN2N=C([C@H]([C@@H]21)OCCOC2OCCCC2)C2=C(C(=C(C#N)C=C2)Cl)C (4-((3S,3aR,4S)-4-((tert-butyldimethylsilyl)oxy)-3-(2-((tetrahydro-2H-pyran-2-yl)oxy)ethoxy)-3a,4,5,6-tetrahydro-3H-pyrrolo[1,2-b]pyrazol-2-yl)-2-chloro-3-methylbenzonitrile), C1(=CC=C(C=C1)S(=O)(=O)O)C (p-toluenesulphonic acid). The solvent is CO (methanol), CO (methanol). Conditions: time 1 hour. Product: [Si](C)(C)(C(C)(C)C)O[C@H]1CCN2N=C([C@H]([C@@H]21)OCCO)C2=C(C(=C(C#N)C=C2)Cl)C (4-((3S,3aR,4S)-4-((tert-butyldimethylsilyl)oxy)-3-(2-hydroxyethoxy)-3a,4,5,6-tetrahydro-3H-pyrrolo[1,2-b]pyrazol-2-yl)-2-chloro-3-methylbenzonitrile). RXN SMILES: [Si:1]([O:8][C@@H:9]1[C@@H:16]2[N:12]([N:13]=[C:14]([C:27]3[CH:34]=[CH:33][C:30]([C:31]#[N:32])=[C:29]([Cl:35])[C:28]=3[CH3:36])[C@H:15]2[O:17][CH2:18][CH2:19][O:20]C2CCCCO2)[CH2:11][CH2:10]1)([C:4]([CH3:7])([CH3:6])[CH3:5])([CH3:3])[CH3:2].C1(C)C=CC(S(O)(=O)=O)=CC=1>CO>[Si:1]([O:8][C@@H:9]1[C@@H:16]2[N:12]([N:13]=[C:14]([C:27]3[CH:34]=[CH:33][C:30]([C:31]#[N:32])=[C:29]([Cl:35])[C:28]=3[CH3:36])[C@H:15]2[O:17][CH2:18][CH2:19][OH:20])[CH2:11][CH2:10]1)([C:4]([CH3:7])([CH3:6])[CH3:5])([CH3:3])[CH3:2]. Procedure details: To a stirred solution of 4-((3S,3aR,4S)-4-((tert-butyldimethylsilyl)oxy)-3-(2-((tetrahydro-2H-pyran-2-yl)oxy)ethoxy)-3a,4,5,6-tetrahydro-3H-pyrrolo[1,2-b]pyrazol-2-yl)-2-chloro-3-methylbenzonitrile (160 mg, 0.299 mmol) in methanol (5 mL) at room temperature was added p-toluenesulphonic acid and stirred for 1 h. Once the starting material had disappeared (monitored by TLC) methanol was removed from the reaction mixture and then extracted with EtOAc. Organic layer was washed with water, brine, dri... Reported procedure: The title compound was obtained as a pale yellow oil (0.15 g, 58%) from 4-cyano-4-(3-cyano-5-thienyl)-5-methylhexanol and 1-[2-(3-cyanophenoxy)ethyl]piperazine in the same manner as in Example 68. Starting materials: C(#N)C(CCCO)(C(C)C)C1=CC(=CS1)C#N (4-cyano-4-(3-cyano-5-thienyl)-5-methylhexanol), C(#N)C=1C=C(OCCN2CCNCC2)C=CC1 (1-[2-(3-cyanophenoxy)ethyl]piperazine). RXN SMILES: [C:1]([C:3]([C:11]1[S:15][CH:14]=[C:13]([C:16]#[N:17])[CH:12]=1)([CH:8]([CH3:10])[CH3:9])[CH2:4][CH2:5][CH2:6]O)#[N:2].[C:18]([C:20]1[CH:21]=[C:22]([CH:32]=[CH:33][CH:34]=1)[O:23][CH2:24][CH2:25][N:26]1[CH2:31][CH2:30][NH:29][CH2:28][CH2:27]1)#[N:19]>>[C:1]([C:3]([C:11]1[S:15][CH:14]=[C:13]([C:16]#[N:17])[CH:12]=1)([CH:8]([CH3:10])[CH3:9])[CH2:4][CH2:5][CH2:6][N:29]1[CH2:28][CH2:27][N:26]([CH2:25][CH2:24][O:23][C:22]2[CH:32]=[CH:33][CH:34]=[C:20]([C:18]#[N:19])[CH:21]=2)[CH2:31][CH2:30]1)#[N:2]. Yields the product C(#N)C(CCCN1CCN(CC1)CCOC1=CC(=CC=C1)C#N)(C(C)C)C1=CC(=CS1)C#N ((4-Cyano-4-(3-cyano-5-thienyl)-5-methylhexyl]-4-[2-(3-cyanophenoxy)ethyl]piperazine), oil. Yield: 58.0%. The reactants are O (Water), ClC1=C(C=C(C(=C1)F)[N+](=O)[O-])O (2-Chloro-4-fluoro-5-nitrophenol), C([O-])([O-])=O.[K+].[K+] (potassium carbonate), CI (Methyl iodide). Run in C(C)#N (acetonitrile). Product: ClC1=CC(=C(C=C1OC)[N+](=O)[O-])F (4-chloro-2-fluoro-5-methoxynitrobenzene). The yield is 157.5%. Reaction SMILES: [Cl:1][C:2]1[CH:7]=[C:6]([F:8])[C:5]([N+:9]([O-:11])=[O:10])=[CH:4][C:3]=1[OH:12].[C:13](=O)([O-])[O-].[K+].[K+].CI.O>C(#N)C>[Cl:1][C:2]1[C:3]([O:12][CH3:13])=[CH:4][C:5]([N+:9]([O-:11])=[O:10])=[C:6]([F:8])[CH:7]=1 |f:1.2.3|. Procedure details: 2-Chloro-4-fluoro-5-nitrophenol (9.6 g) and potassium carbonate (3.8 g) were stirred in acetonitrile (50 ml). Methyl iodide (14 g) was added thereto and refluxed for 3 hours. Water was added to the reaction mixture, followed by extraction with ether. The ether extract was washed with water, dried and concentrated. The residue was recrystallized from ethanol to obtain 8.9 g of 4-chloro-2-fluoro-5-methoxynitrobenzene. M.P., 67.5°-69.8° C.